This data is from the Open Reaction Database (ORD), a public repository of structured organic reaction records. The task is: describe an organic reaction: reactants, conditions, products, and yield Starting materials: ICCCCCC (1-iodohexane), NC1=C(C=C(C2=C1C(C=C(O2)C2=CC(=C(C=C2)NC(C(C)(C)C)=O)F)=O)F)F (5-amino-6,8-difluoro-2-(3-fluoro-4-pivaloylaminophenyl)-4H-1-benzopyran-4-one), [H-].[Na+] (sodium hydride), ICCCCCC (1-iodohexane), [Cl-].[NH4+] (ammonium chloride). Solvent: CN(C=O)C (dimethylformamide). Reaction conditions: time 30 minute. The product is FC=1C=C(C2=C(C(C=C(O2)C2=CC(=C(C=C2)NC(C(C)(C)C)=O)F)=O)C1NCCCCCC)F (6,8-difluoro-2-(3-fluoro-4-pivaloylaminophenyl)-5-hexylamino-4H-1-benzopyran-4-one). The yield is 79.0%. As a reaction SMILES: [NH2:1][C:2]1[C:7]2[C:8](=[O:26])[CH:9]=[C:10]([C:12]3[CH:17]=[CH:16][C:15]([NH:18][C:19](=[O:24])[C:20]([CH3:23])([CH3:22])[CH3:21])=[C:14]([F:25])[CH:13]=3)[O:11][C:6]=2[C:5]([F:27])=[CH:4][C:3]=1[F:28].[H-].[Na+].I[CH2:32][CH2:33][CH2:34][CH2:35][CH2:36][CH3:37].[Cl-].[NH4+]>CN(C)C=O>[F:28][C:3]1[CH:4]=[C:5]([F:27])[C:6]2[O:11][C:10]([C:12]3[CH:17]=[CH:16][C:15]([NH:18][C:19](=[O:24])[C:20]([CH3:23])([CH3:22])[CH3:21])=[C:14]([F:25])[CH:13]=3)=[CH:9][C:8](=[O:26])[C:7]=2[C:2]=1[NH:1][CH2:32][CH2:33][CH2:34][CH2:35][CH2:36][CH3:37] |f:1.2,4.5|. Procedure: 505 mg (1.29 mmol) of 5-amino-6,8-difluoro-2-(3-fluoro-4-pivaloylaminophenyl)-4H-1-benzopyran-4-one was dissolved in 15 ml of dimethylformamide under argon atmosphere, 156 mg of sodium hydride (60% oil dispersion) and 0.38 ml of 1-iodohexane were added under ice-cooling and the mixture was stirred at the same temperature for 30 minutes. 0.19 ml of 1-iodohexane was added and the mixture was stirred for additional 2 hours. An aqueous saturated solution of ammonium chloride was added to the reactio...